This data is from the Open Reaction Database (ORD), a public repository of structured organic reaction records. The task is: describe an organic reaction: reactants, conditions, products, and yield As a reaction SMILES: [CH3:26][S:27](=[O:28])[CH3:29].[CH3:30][CH2:31][OH:32].[CH3:9][O:10][c:11]1[cH:12][c:13]([O:21][CH:22]([CH3:23])[CH3:24])[c:14]([C:15](=[O:16])[O:17][CH3:18])[cH:19][cH:20]1.[ClH:25].[H-:8].[NH2:1][c:2]1[n:3][n:4][n:5][nH:6]1.[Na+:7]>>[NH:1]([c:2]1[n:3][n:4][n:5][nH:6]1)[C:15]([c:14]1[c:13]([O:21][CH:22]([CH3:23])[CH3:24])[cH:12][c:11]([O:10][CH3:9])[cH:20][cH:19]1)=[O:16]. Starting materials: CS(C)=O, CCO, COC(=O)c1ccc(OC)cc1OC(C)C, Cl, [H-], Nc1nnn[nH]1, [Na+]. The product is COc1ccc(C(=O)Nc2nnn[nH]2)c(OC(C)C)c1. Starting materials: CCO, CN1Cc2c(Cl)cc(Cl)cc2C(c2cccc([N+](=O)[O-])c2)C1, Cl, O. Yields the product CN1Cc2c(Cl)cc(Cl)cc2C(c2cccc(N)c2)C1. As a reaction SMILES: [CH3:24][CH2:25][OH:26].[Cl:1][c:2]1[cH:3][c:4]2[c:9]([c:10]([Cl:12])[cH:11]1)[CH2:8][N:7]([CH3:13])[CH2:6][CH:5]2[c:14]1[cH:15][c:16]([N+:20]([O-:21])=[O:22])[cH:17][cH:18][cH:19]1.[ClH:23].[OH2:27]>>[Cl:1][c:2]1[cH:3][c:4]2[c:9]([c:10]([Cl:12])[cH:11]1)[CH2:8][N:7]([CH3:13])[CH2:6][CH:5]2[c:14]1[cH:15][c:16]([NH2:20])[cH:17][cH:18][cH:19]1. Reactants: CO, CC(C)Br, [H-], Nc1cc(O)nc(N)n1, [Na+], CN(C)C=O. The product is CC(C)Oc1cc(N)nc(N)n1. Reaction SMILES: [CH3:16][OH:17].[CH:12]([CH3:13])([CH3:14])[Br:15].[H-:1].[NH2:3][c:4]1[n:5][c:6]([NH2:11])[cH:7][c:8]([OH:10])[n:9]1.[Na+:2].[O:18]=[CH:19][N:20]([CH3:21])[CH3:22]>>[NH2:3][c:4]1[n:5][c:6]([NH2:11])[cH:7][c:8]([O:10][CH:12]([CH3:13])[CH3:14])[n:9]1. The reactants are Cl.C(C1=CC=CC=C1)OC1=C2CCCC(C2=CC=C1)C(=O)N(CC=1C=NNC1)C=1C=NC(=CC1)C(C)C (5-benzyloxy-N-(6-isopropylpyridin-3-yl)-N-[(pyrazol-4-yl)methyl]-1,2,3,4-tetrahydronaphthalene-1-carboxamide hydrochloride), ClCC1=CSC=C1 (3-(chloromethyl)thiophene). Product: C(C1=CC=CC=C1)OC1=C2CCCC(C2=CC=C1)C(=O)N(C=1C=NC(=CC1)C(C)C)CC=1C=NN(C1)CC1=CSC=C1 (5-benzyloxy-N-{[1-(3-thienylmethyl)pyrazol-4-yl]methyl}-N-(6-isopropylpyridin-3-yl)-1,2,3,4-tetrahydronaphthalene-1-carboxamide). Yield: 51.8%. Reaction SMILES: Cl.[CH2:2]([O:9][C:10]1[CH:19]=[CH:18][CH:17]=[C:16]2[C:11]=1[CH2:12][CH2:13][CH2:14][CH:15]2[C:20]([N:22]([C:29]1[CH:30]=[N:31][C:32]([CH:35]([CH3:37])[CH3:36])=[CH:33][CH:34]=1)[CH2:23][C:24]1[CH:25]=[N:26][NH:27][CH:28]=1)=[O:21])[C:3]1[CH:8]=[CH:7][CH:6]=[CH:5][CH:4]=1.Cl[CH2:39][C:40]1[CH:44]=[CH:43][S:42][CH:41]=1>>[CH2:2]([O:9][C:10]1[CH:19]=[CH:18][CH:17]=[C:16]2[C:11]=1[CH2:12][CH2:13][CH2:14][CH:15]2[C:20]([N:22]([CH2:23][C:24]1[CH:25]=[N:26][N:27]([CH2:39][C:40]2[CH:44]=[CH:43][S:42][CH:41]=2)[CH:28]=1)[C:29]1[CH:30]=[N:31][C:32]([CH:35]([CH3:37])[CH3:36])=[CH:33][CH:34]=1)=[O:21])[C:3]1[CH:8]=[CH:7][CH:6]=[CH:5][CH:4]=1 |f:0.1|. Procedure details: By the reaction and treatment in the same manner as in Example 271 using 5-benzyloxy-N-(6-isopropylpyridin-3-yl)-N-[(pyrazol-4-yl)methyl]-1,2,3,4-tetrahydronaphthalene-1-carboxamide hydrochloride (0.83 g) and 3-(chloromethyl)thiophene (0.27 g) as starting materials, 5-benzyloxy-N-{[1-(3-thienylmethyl)pyrazol-4-yl]methyl}-N-(6-isopropylpyridin-3-yl)-1,2,3,4-tetrahydronaphthalene-1-carboxamide (0.48 g) was obtained. By the reaction and treatment of this compound in the same manner as in Example 13... The reactants are [F-].C(CCC)[N+](CCCC)(CCCC)CCCC (Tetrabutylammonium fluoride), C(#N)C=1N(C2=CC=C(C=C2C1)N1CC(N[C@H]2CCCC[C@H]12)(C)C)[Si](C(C)C)(C(C)C)C(C)C ((4aS,8aS)-1-(2-cyano-1-(triisopropylsilyl)-1H-indol-5-yl) 3,3-dimethyldecahydroquinoxaline). The solvent is O1CCCC1 (tetrahydrofuran). Reaction conditions: time 1 hour. Product: C(#N)C=1NC2=CC=C(C=C2C1)N1CC(N[C@H]2CCCC[C@H]12)(C)C ((4aS,8aS)-1-(2-cyano-1H-indol-5-yl) 3,3-dimethyldecahydroquinoxaline). Isolated yield 26.6%. RXN SMILES: [F-].C([N+](CCCC)(CCCC)CCCC)CCC.[C:19]([C:21]1[N:22]([Si](C(C)C)(C(C)C)C(C)C)[C:23]2[C:28]([CH:29]=1)=[CH:27][C:26]([N:30]1[C@@H:39]3[C@H:34]([CH2:35][CH2:36][CH2:37][CH2:38]3)[NH:33][C:32]([CH3:41])([CH3:40])[CH2:31]1)=[CH:25][CH:24]=2)#[N:20]>O1CCCC1>[C:19]([C:21]1[NH:22][C:23]2[C:28]([CH:29]=1)=[CH:27][C:26]([N:30]1[C@@H:39]3[C@H:34]([CH2:35][CH2:36][CH2:37][CH2:38]3)[NH:33][C:32]([CH3:41])([CH3:40])[CH2:31]1)=[CH:25][CH:24]=2)#[N:20] |f:0.1|. Procedure: Tetrabutylammonium fluoride (1 M THF solution, 0.73 mL, 0.73 mmol) was added to an anhydrous tetrahydrofuran (5 mL) solution of (4aS,8aS)-1-(2-cyano-1-(triisopropylsilyl)-1H-indol-5-yl) 3,3-dimethyldecahydroquinoxaline (170 mg, 0.366 mmol) at room temperature, and the reaction solution was stirred at room temperature for 1 hour. The reaction solution was concentrated under reduced pressure, and the obtained residue was purified by basic silica gel column chromatography (AcOEt/hexane= 1/10→ 1/1).... Starting materials: COC=1C=C2C(=C(N(C(C2=CC1)=O)C)C1CNCCC1)C1=CC=CC=C1 ((±)-6-methoxy-2-methyl-4-phenyl-3-piperidin-3-ylisoquinolin-1(2H)-one), C(C)(C)N(C(C)C)CC (N,N-diisopropylethylamine), CS(=O)(=O)Cl (methanesulfonyl chloride), C([O-])(O)=O.[Na+] (sodium bicarbonate). Run in C(Cl)Cl (methylene chloride), C(Cl)Cl (methylene chloride). Product: COC=1C=C2C(=C(N(C(C2=CC1)=O)C)C1CN(CCC1)S(=O)(=O)C)C1=CC=CC=C1 ((±)-6-Methoxy-2-methyl-3-[1-(methylsulfonyl)piperidin-3-yl]-4-phenylisoquinolin-1(2H)-one). Reaction SMILES: [CH3:1][O:2][C:3]1[CH:4]=[C:5]2[C:10](=[CH:11][CH:12]=1)[C:9](=[O:13])[N:8]([CH3:14])[C:7]([CH:15]1[CH2:20][CH2:19][CH2:18][NH:17][CH2:16]1)=[C:6]2[C:21]1[CH:26]=[CH:25][CH:24]=[CH:23][CH:22]=1.C(N(CC)C(C)C)(C)C.[CH3:36][S:37](Cl)(=[O:39])=[O:38].C(=O)(O)[O-].[Na+]>C(Cl)Cl>[CH3:1][O:2][C:3]1[CH:4]=[C:5]2[C:10](=[CH:11][CH:12]=1)[C:9](=[O:13])[N:8]([CH3:14])[C:7]([CH:15]1[CH2:20][CH2:19][CH2:18][N:17]([S:37]([CH3:36])(=[O:39])=[O:38])[CH2:16]1)=[C:6]2[C:21]1[CH:22]=[CH:23][CH:24]=[CH:25][CH:26]=1 |f:3.4|. Procedure details: To a methylene chloride (0.100 mL) solution of (±)-6-methoxy-2-methyl-4-phenyl-3-piperidin-3-ylisoquinolin-1(2H)-one (30 mg, 0.086 mmol) and N,N-diisopropylethylamine (0.017 mL, 0.095 mmol) was added methanesulfonyl chloride (0.007 mL, 0.095 mmol). After 24 hours saturated sodium bicarbonate and additional methylene chloride were added. The layers were separated and the organic phase dried with anhydrous magnesium sulfate. Evaporation of the solvent in vacuo followed by trituration with ether-Et... The reactants are C(C)(=O)C=1C=C(C(=O)O)C=CC1O (3-acetyl-4-hydroxybenzoic acid), C(=O)(N1C=NC=C1)N1C=NC=C1 (carbonyldiimidazole), NC(=N)N (guanidine). Yields the product C(C)(=O)C=1C=C(C(=O)NC(=N)N)C=CC1O (3-Acetyl-4-hydroxybenzoylguanidine). As a reaction SMILES: [C:1]([C:4]1[CH:5]=[C:6]([CH:10]=[CH:11][C:12]=1[OH:13])[C:7](O)=[O:8])(=[O:3])[CH3:2].C(N1C=CN=C1)(N1C=CN=C1)=O.[NH2:26][C:27]([NH2:29])=[NH:28]>>[C:1]([C:4]1[CH:5]=[C:6]([CH:10]=[CH:11][C:12]=1[OH:13])[C:7]([NH:28][C:27]([NH2:29])=[NH:26])=[O:8])(=[O:3])[CH3:2]. Procedure details: 1.0 eq. of 3-acetyl-4-hydroxybenzoic acid was reacted in accordance with Variant A with 1.1 eq. of carbonyldiimidazole and 5 eq. of guanidine. Colorless crystals, mp 218°-221° C.